Dataset: the Open Reaction Database (ORD), a public repository of structured organic reaction records. Task: describe an organic reaction: reactants, conditions, products, and yield Starting materials: CCCCS(=O)(=O)Cl, CC#N, CNC1C2CCC1CN(CCCNc1ccc(C#N)cc1)C2, ClC(Cl)Cl, [K+], [K+], O=C([O-])[O-]. Product: CCCCS(=O)(=O)N(C)C1C2CCC1CN(CCCNc1ccc(C#N)cc1)C2. As a reaction SMILES: [CH2:1]([CH2:2][CH2:3][CH3:4])[S:5](=[O:6])(=[O:7])[Cl:8].[CH3:37][C:38]#[N:39].[CH3:9][NH:10][CH:11]1[CH:12]2[CH2:13][N:14]([CH2:19][CH2:20][CH2:21][NH:22][c:23]3[cH:24][cH:25][c:26]([C:27]#[N:28])[cH:29][cH:30]3)[CH2:15][CH:16]1[CH2:17][CH2:18]2.[Cl:40][CH:41]([Cl:42])[Cl:43].[K+:31].[K+:32].[O-:33][C:34]([O-:35])=[O:36]>>[CH2:1]([CH2:2][CH2:3][CH3:4])[S:5](=[O:6])(=[O:7])[N:10]([CH3:9])[CH:11]1[CH:12]2[CH2:13][N:14]([CH2:19][CH2:20][CH2:21][NH:22][c:23]3[cH:24][cH:25][c:26]([C:27]#[N:28])[cH:29][cH:30]3)[CH2:15][CH:16]1[CH2:17][CH2:18]2. Procedure: To 5-[3-(2-chloro-4-pyrimidinyl)-7-fluoroimidazo[1,2-a]pyridin-2-yl]-N-(2,6-difluoro-phenyl)-2-(methyloxy)benzamide (Example 197, step A) (137 mg, 0.27 mmol) and 5-methyl-2-(methyloxy)-4-{4-[2-(methylsulfonyl)ethyl]-1-piperidinyl}aniline (Example 214, step E) (80 mg, 0.25 mmol) in 2,2,2-trifluoroethanol (1.0 mL) was added 4 M HCl in dioxane (120 μL, 0.47 mmol). The mixture was stirred and heated on a microwave at 175° C. for 40 min, then cooled to rt. The mixture was neutralized with 0.5M sodium... RXN SMILES: Cl[C:2]1[N:7]=[C:6]([C:8]2[N:12]3[CH:13]=[CH:14][C:15]([F:17])=[CH:16][C:11]3=[N:10][C:9]=2[C:18]2[CH:19]=[CH:20][C:21]([O:35][CH3:36])=[C:22]([CH:34]=2)[C:23]([NH:25][C:26]2[C:31]([F:32])=[CH:30][CH:29]=[CH:28][C:27]=2[F:33])=[O:24])[CH:5]=[CH:4][N:3]=1.[CH3:37][C:38]1[C:39]([N:47]2[CH2:52][CH2:51][CH:50]([CH2:53][CH2:54][S:55]([CH3:58])(=[O:57])=[O:56])[CH2:49][CH2:48]2)=[CH:40][C:41]([O:45][CH3:46])=[C:42]([CH:44]=1)[NH2:43].Cl.O1CCOCC1.C[O-].[Na+]>FC(F)(F)CO.CO.C(Cl)Cl.CCCCCC>[F:33][C:27]1[CH:28]=[CH:29][CH:30]=[C:31]([F:32])[C:26]=1[NH:25][C:23](=[O:24])[C:22]1[CH:34]=[C:18]([C:9]2[N:10]=[C:11]3[CH:16]=[C:15]([F:17])[CH:14]=[CH:13][N:12]3[C:8]=2[C:6]2[CH:5]=[CH:4][N:3]=[C:2]([NH:43][C:42]3[CH:44]=[C:38]([CH3:37])[C:39]([N:47]4[CH2:52][CH2:51][CH:50]([CH2:53][CH2:54][S:55]([CH3:58])(=[O:57])=[O:56])[CH2:49][CH2:48]4)=[CH:40][C:41]=3[O:45][CH3:46])[N:7]=2)[CH:19]=[CH:20][C:21]=1[O:35][CH3:36] |f:4.5|. The reactants are ClC1=NC=CC(=N1)C1=C(N=C2N1C=CC(=C2)F)C=2C=CC(=C(C(=O)NC1=C(C=CC=C1F)F)C2)OC (5-[3-(2-chloro-4-pyrimidinyl)-7-fluoroimidazo[1,2-a]pyridin-2-yl]-N-(2,6-difluorophenyl)-2-(methyloxy)benzamide), CC=1C(=CC(=C(N)C1)OC)N1CCC(CC1)CCS(=O)(=O)C (5-methyl-2-(methyloxy)-4-{4-[2-(methylsulfonyl)ethyl]-1-piperidinyl}aniline), Cl (HCl), O1CCOCC1 (dioxane), C[O-].[Na+] (sodium methoxide), Teflon. Yield: 40.0%. Run in CO (MeOH), CCCCCC (hexane), FC(CO)(F)F (2,2,2-trifluoroethanol), C(Cl)Cl (DCM). Yields the product FC1=C(C(=CC=C1)F)NC(C1=C(C=CC(=C1)C=1N=C2N(C=CC(=C2)F)C1C1=NC(=NC=C1)NC1=C(C=C(C(=C1)C)N1CCC(CC1)CCS(=O)(=O)C)OC)OC)=O (N-(2,6-difluorophenyl)-5-(7-fluoro-3-{2-[(5-methyl-2-(methyloxy)-4-{4-[2-(methylsulfonyl)ethyl]-1-piperidinyl}phenyl)amino]-4-pyrimidinyl}imidazo[1,2-a]pyridin-2-yl)-2-(methyloxy)benzamide). Conditions: temperature 175 celsius.